From a dataset of the Open Reaction Database (ORD), a public repository of structured organic reaction records. describe an organic reaction: reactants, conditions, products, and yield Reactants: C(C)(C)(C)OC(NC1=C(C=C(C=C1)OC(F)(F)F)N)=O ((2-amino-4-trifluoromethoxy-phenyl)-carbamic acid tert-butyl ester), C(C)(C)(C)OC(CC(C1=CC(=CC=C1)C1=NC=CC=C1)=O)=O (3-oxo-3-(3-pyridin-2-yl-phenyl)-propionic acid tert-butyl ester). Product: C(C)(C)(C)OC(NC1=C(C=C(C=C1)OC(F)(F)F)NC(CC(C1=CC(=CC=C1)C1=NC=CC=C1)=O)=O)=O ({2-[3-Oxo-3-(3-pyridin-2-yl-phenyl)-propionylamino]-4-trifluoromethoxy-phenyl}-carbamic acid tert-butyl ester), solid. The yield is 69.0%. RXN SMILES: [C:1]([O:5][C:6](=[O:20])[NH:7][C:8]1[CH:13]=[CH:12][C:11]([O:14][C:15]([F:18])([F:17])[F:16])=[CH:10][C:9]=1[NH2:19])([CH3:4])([CH3:3])[CH3:2].C([O:25][C:26](=O)[CH2:27][C:28](=[O:41])[C:29]1[CH:34]=[CH:33][CH:32]=[C:31]([C:35]2[CH:40]=[CH:39][CH:38]=[CH:37][N:36]=2)[CH:30]=1)(C)(C)C>>[C:1]([O:5][C:6](=[O:20])[NH:7][C:8]1[CH:13]=[CH:12][C:11]([O:14][C:15]([F:18])([F:17])[F:16])=[CH:10][C:9]=1[NH:19][C:26](=[O:25])[CH2:27][C:28](=[O:41])[C:29]1[CH:34]=[CH:33][CH:32]=[C:31]([C:35]2[CH:40]=[CH:39][CH:38]=[CH:37][N:36]=2)[CH:30]=1)([CH3:4])([CH3:2])[CH3:3]. Reported procedure: The title compound was prepared from (2-amino-4-trifluoromethoxy-phenyl)-carbamic acid tert-butyl ester (Example J26) (219 mg, 0.75 mmol) and 3-oxo-3-(3-pyridin-2-yl-phenyl)-propionic acid tert-butyl ester (Example K3) (223 mg, 0.75 mmol) according to the general procedure M. Obtained as a yellow solid (271 mg, 69%). Starting materials: C(C)(C)(C)N=NC=1C=C(C=C)C=CC1 (m-(t-butylazo)-styrene). The solvent is C=CC1=CC=CC=C1 (styrene). Run at temperature 210 celsius. Product: C(C)(C)(C)N=NC=1C=C(C=C)C=CC1.C=CC1=CC=CC=C1 (m-(t-butylazo)-styrene styrene). Yield: 96.2%. As a reaction SMILES: [C:1]([N:5]=[N:6][C:7]1[CH:8]=[C:9]([CH:12]=[CH:13][CH:14]=1)[CH:10]=[CH2:11])([CH3:4])([CH3:3])[CH3:2]>C=CC1C=CC=CC=1>[C:1]([N:5]=[N:6][C:7]1[CH:8]=[C:9]([CH:12]=[CH:13][CH:14]=1)[CH:10]=[CH2:11])([CH3:4])([CH3:2])[CH3:3].[CH2:11]=[CH:10][C:9]1[CH:12]=[CH:13][CH:14]=[CH:7][CH:8]=1 |f:2.3|. Procedure details: A solution of 1.00 percent by weight m-(t-butylazo)-styrene in styrene monomer is heated for 14 hours at 130° C. in a vacuum ampoule. Thereafter, the ampoule is opened and heated for 1 hour at 210° C. and 10 mm Hg pressure to remove unreacted monomer. An m-(t-butylazo)-styrene/styrene copolymer is obtained in a 96.2 percent yield. The reactants are NC=1C=C(C=CC1OC)C=1OC2=C(N1)C=C(C=C2)C=2SC1=C(C2)C=CC=C1 (3-amino-4-methoxyphenyl-5-(2-benzothiophenyl)benzoxazole), C1=CC2=C(C=C1C(=O)O)C(=O)OC2=O (1,2,4-benzenetricarboxylic anhydride). Product: COC1=C(C=C(C=C1)C=1OC2=C(N1)C=C(C=C2)C=2SC1=C(C2)C=CC=C1)N1C(C2=CC=C(C=C2C1=O)C(=O)O)=O (2-[2-Methoxy-5-[5-(2-benzothiopheneyl)benzoxazol-2-yl]phenyl]-1,3-dioxo-2,3-dihydro-1H-isoindole-5-carboxylic acid). As a reaction SMILES: [NH2:1][C:2]1[CH:3]=[C:4]([C:10]2[O:11][C:12]3[CH:18]=[CH:17][C:16]([C:19]4[S:20][C:21]5[CH:27]=[CH:26][CH:25]=[CH:24][C:22]=5[CH:23]=4)=[CH:15][C:13]=3[N:14]=2)[CH:5]=[CH:6][C:7]=1[O:8][CH3:9].[CH:28]1[C:33]([C:34]([OH:36])=[O:35])=[CH:32][C:31]2[C:37]([O:39][C:40](=O)[C:30]=2[CH:29]=1)=[O:38]>>[CH3:9][O:8][C:7]1[CH:6]=[CH:5][C:4]([C:10]2[O:11][C:12]3[CH:18]=[CH:17][C:16]([C:19]4[S:20][C:21]5[CH:27]=[CH:26][CH:25]=[CH:24][C:22]=5[CH:23]=4)=[CH:15][C:13]=3[N:14]=2)=[CH:3][C:2]=1[N:1]1[C:37](=[O:38])[C:31]2[C:30](=[CH:29][CH:28]=[C:33]([C:34]([OH:36])=[O:35])[CH:32]=2)[C:40]1=[O:39]. Procedure details: Prepared by the method of Example 15f), from 2-(3-amino-4-methoxyphenyl-5-(2-benzothiophenyl)benzoxazole (120 mg, 0.32 mmol) and 1,2,4-benzenetricarboxylic anhydride (62 mg, 0.32 mmol) the title compound was obtained. (41 mg, 23%). 1H NMR (DMSO) δ 13.82(s, 1H), 8.46(dd, 1H), 8.38(d, 1H), 8.35(m, 2H), 8.18(d, 1H), 8.13(d, 1H), 8.00(d, 1H), 7.96(s, 1H), 7.85(m, 3H), 7.50(d, 1H), 7.40(m, 2H), 3.90(s, 3H). MS 547.2 m/z (M+H)+. Reactants: CCO, O=C1c2ccccc2C(=O)N1OC1CCN(S(=O)(=O)c2cccc(C(F)(F)F)c2)CC1, NN, O. The product is NOC1CCN(S(=O)(=O)c2cccc(C(F)(F)F)c2)CC1. RXN SMILES: [CH3:35][CH2:36][OH:37].[F:4][C:5]([c:6]1[cH:7][c:8]([S:12](=[O:13])(=[O:14])[N:15]2[CH2:16][CH2:17][CH:18]([O:21][N:22]3[C:23](=[O:24])[c:25]4[c:26]([cH:27][cH:28][cH:29][cH:30]4)[C:31]3=[O:32])[CH2:19][CH2:20]2)[cH:9][cH:10][cH:11]1)([F:33])[F:34].[NH2:2][NH2:3].[OH2:1]>>[F:4][C:5]([c:6]1[cH:7][c:8]([S:12](=[O:13])(=[O:14])[N:15]2[CH2:16][CH2:17][CH:18]([O:21][NH2:22])[CH2:19][CH2:20]2)[cH:9][cH:10][cH:11]1)([F:33])[F:34].